Dataset: the Open Reaction Database (ORD), a public repository of structured organic reaction records. Task: describe an organic reaction: reactants, conditions, products, and yield The reactants are Cl (hydrochloric acid), FC1=C(CN(N=C(C)C)C(=O)OC(C)(C)C)C=CC=C1 (tert-butyl 1-(2-fluorobenzyl)-2-isopropylidenehydrazinecarboxylate). The solvent is C1CCOC1 (THF). Reaction conditions: time 30 minute. The product is Cl.Cl.FC1=C(CNN)C=CC=C1 ((2-fluorobenzyl)hydrazine dihydrochloride). As a reaction SMILES: [ClH:1].[F:2][C:3]1[CH:21]=[CH:20][CH:19]=[CH:18][C:4]=1[CH2:5][N:6](C(OC(C)(C)C)=O)[N:7]=C(C)C>C1COCC1>[ClH:1].[ClH:1].[F:2][C:3]1[CH:21]=[CH:20][CH:19]=[CH:18][C:4]=1[CH2:5][NH:6][NH2:7] |f:3.4.5|. Procedure: Aqueous hydrochloric acid (3 M, 60.64 mL, 181.92 mmol)I was added to a solution of tert-butyl 1-(2-fluorobenzyl)-2-isopropylidenehydrazinecarboxylate (17 g, 60.64 mmol) in THF (100 mL) and the mixture was heated at reflux for 3 h and concentrated. The residue was taken up in toluene and concentrated, then ether was added to the residue and the suspension was stirred for 30 min and filtered. The filter cake (12.2 g, 94%) was washed with ether and dried on the high vacuum pump. LC-MS [M-2HCl]=141.... Starting materials: Cl (HCl), C1(=CC=CC=C1)SSC1=CC=C(C=C1)N (4-aminophenyl phenyl disulfide), C (carbon black), C1=C(NC(=C1Br)Br)C(=O)O (DBPA), C (carbon black), II (iodine), N(=O)[O-].[Na+] (NaNO2). Run in O (water), O (water), O (water). Product: [Cl-].C1(=CC=CC=C1)SSC1=CCC(C=C1)=[N+]=[N-] (4-Diazophenyl phenyl disulfide chloride). Reaction SMILES: C.II.C1C(Br)=C(Br)[NH:6]C=1C(O)=O.[ClH:14].[C:15]1([S:21][S:22][C:23]2[CH:28]=[CH:27][C:26]([NH2:29])=[CH:25][CH:24]=2)[CH:20]=[CH:19][CH:18]=[CH:17][CH:16]=1.N([O-])=O.[Na+]>O>[Cl-:14].[C:15]1([S:21][S:22][C:23]2[CH:28]=[CH:27][C:26](=[N+:29]=[N-:6])[CH2:25][CH:24]=2)[CH:20]=[CH:19][CH:18]=[CH:17][CH:16]=1 |f:5.6,8.9|. Reported procedure: This example illustrates the preparation of a carbon black product useful in the rubber compositions of the present invention. A carbon black with an iodine number of 120 mg/g and a DBPA of 125 ml/100 g was used. A cold solution of 2.65 g concentrated HCl and 30 g water was added to a mixture of 2.85 g 4-aminophenyl phenyl disulfide in 50 g water that was stirring in an ice bath. A cold solution of 1.04 g NaNO2 in 30 g of water was added over a period of 10 minutes. 4-Diazophenyl phenyl disulfid... Reactants: BrC1=C(C=C(C=C1)[N+](=O)[O-])N1N=C(NC1=O)CCCC (2-(2-Bromo-5-nitrophenyl)-5-n-butyl-2,4-dihydro-3H-1,2,4-triazol-3-one), FC=1C=C(C=CC1CBr)C1=C(C=CC=C1)S(NC(C)(C)C)(=O)=O ([3-Fluoro-2'-(N-t-butylsulfamoyl)biphenyl-4-yl]methyl Bromide). The product is BrC1=C(C=C(C=C1)[N+](=O)[O-])N1N=C(N(C1=O)CC1=C(C=C(C=C1)C1=C(C=CC=C1)S(NC(C)(C)C)(=O)=O)F)CCCC (2-(2-Bromo-5-nitrophenyl)-4-[[2'-(N-t-butylsulfamoyl)-3-fluorobiphenyl-4-yl]methyl]-5-n-butyl-2,4-dihydro-3H-1,2,4-triazol-3-one). Isolated yield 93.0%. As a reaction SMILES: [Br:1][C:2]1[CH:7]=[CH:6][C:5]([N+:8]([O-:10])=[O:9])=[CH:4][C:3]=1[N:11]1[C:15](=[O:16])[NH:14][C:13]([CH2:17][CH2:18][CH2:19][CH3:20])=[N:12]1.[F:21][C:22]1[CH:23]=[C:24]([C:30]2[CH:35]=[CH:34][CH:33]=[CH:32][C:31]=2[S:36](=[O:43])(=[O:42])[NH:37][C:38]([CH3:41])([CH3:40])[CH3:39])[CH:25]=[CH:26][C:27]=1[CH2:28]Br>>[Br:1][C:2]1[CH:7]=[CH:6][C:5]([N+:8]([O-:10])=[O:9])=[CH:4][C:3]=1[N:11]1[C:15](=[O:16])[N:14]([CH2:28][C:27]2[CH:26]=[CH:25][C:24]([C:30]3[CH:35]=[CH:34][CH:33]=[CH:32][C:31]=3[S:36](=[O:42])(=[O:43])[NH:37][C:38]([CH3:41])([CH3:39])[CH3:40])=[CH:23][C:22]=2[F:21])[C:13]([CH2:17][CH2:18][CH2:19][CH3:20])=[N:12]1. Reported procedure: The alkylation of 2-(2-bromo-5-nitrophenyl)-5-n-butyl-2,4-dihydro-3H-1,2,4-triazol-3-one (from Example 75, Step A) with [3-fluoro-2'-(N-t-butylsulfamoyl)biphenyl-4-yl]methyl bromide (from Step B) was carried out according to the procedure of Example 13, Step A, to give a 93% yield of the title compound as a brownish, stiff foam, mp 137°-139° C., homogeneous by TLC in 98:2 CH2Cl2 --MeOH; mass spectrum (FAB) m/e 666, 668 (M+Li)+.